Dataset: the Open Reaction Database (ORD), a public repository of structured organic reaction records. Task: describe an organic reaction: reactants, conditions, products, and yield Starting materials: BrC=1C=C(C=NC1)C1=NC(=NC(=C1)C(C)(C)C)C1=NC=CC=C1 (4-(5-bromo-pyridin-3-yl)-6-tert-butyl-2-pyridin-2-yl-pyrimidine), CN1CCN(CC1)CC1=CC=C(C=C1)B(O)O (4-(4-methyl-piperazin-1-ylmethyl)-phenyl-boronic acid), C(=O)([O-])[O-].[Na+].[Na+] (Na2CO3). Reagents/catalysts: C=1C=CC(=CC1)[P](C=2C=CC=CC2)(C=3C=CC=CC3)[Pd]([P](C=4C=CC=CC4)(C=5C=CC=CC5)C=6C=CC=CC6)([P](C=7C=CC=CC7)(C=8C=CC=CC8)C=9C=CC=CC9)[P](C=1C=CC=CC1)(C=1C=CC=CC1)C=1C=CC=CC1 (Pd(PPh3)4). Solvent: CCO.COCCOC (EtOH DME). Yields the product C(C)(C)(C)C1=NC(=NC(=C1)C=1C=NC=C(C1)C1=CC=C(C=C1)CN1CCN(CC1)C)C1=NC=CC=C1 (4-tert-Butyl-6-{5-[4-(4-methyl-piperazin-1-ylmethyl)-phenyl]-pyridin-3-yl}-2-pyridin-2-yl-pyrimidine). Reaction SMILES: Br[C:2]1[CH:3]=[C:4]([C:8]2[CH:13]=[C:12]([C:14]([CH3:17])([CH3:16])[CH3:15])[N:11]=[C:10]([C:18]3[CH:23]=[CH:22][CH:21]=[CH:20][N:19]=3)[N:9]=2)[CH:5]=[N:6][CH:7]=1.[CH3:24][N:25]1[CH2:30][CH2:29][N:28]([CH2:31][C:32]2[CH:37]=[CH:36][C:35](B(O)O)=[CH:34][CH:33]=2)[CH2:27][CH2:26]1.C([O-])([O-])=O.[Na+].[Na+]>CCO.COCCOC.C1C=CC([P]([Pd]([P](C2C=CC=CC=2)(C2C=CC=CC=2)C2C=CC=CC=2)([P](C2C=CC=CC=2)(C2C=CC=CC=2)C2C=CC=CC=2)[P](C2C=CC=CC=2)(C2C=CC=CC=2)C2C=CC=CC=2)(C2C=CC=CC=2)C2C=CC=CC=2)=CC=1>[C:14]([C:12]1[CH:13]=[C:8]([C:4]2[CH:5]=[N:6][CH:7]=[C:2]([C:35]3[CH:34]=[CH:33][C:32]([CH2:31][N:28]4[CH2:29][CH2:30][N:25]([CH3:24])[CH2:26][CH2:27]4)=[CH:37][CH:36]=3)[CH:3]=2)[N:9]=[C:10]([C:18]2[CH:23]=[CH:22][CH:21]=[CH:20][N:19]=2)[N:11]=1)([CH3:17])([CH3:16])[CH3:15] |f:2.3.4,5.6,^1:59,61,80,99|. Procedure: To a solution of 4-(5-bromo-pyridin-3-yl)-6-tert-butyl-2-pyridin-2-yl-pyrimidine (1 eq, 200 mg, 0.542 mmol) in EtOH/DME (2 ml, 1:1) is added 4-(4-methyl-piperazin-1-ylmethyl)-phenyl-boronic acid (1.1 eq, 174 mg, 0.596 mmol), aqueous Na2CO3 solution (2 M, 3 eq, 0.812 ml, 1.63 mmol) and Pd(PPh3)4 (0.05 eq, 31 mg, 0.027 mmol). The resulting mixture is heated using microwave radiation for 20 min at 140° C. The mixture is filtered, washed with DCM and concentrated in vacuo. The residue is partitioned...